This data is from the Open Reaction Database (ORD), a public repository of structured organic reaction records. The task is: describe an organic reaction: reactants, conditions, products, and yield Starting materials: CCOC(=O)C(C)(CC)NC(=O)c1cc(Cl)c2ccccc2c1OCC1CCN(C(=O)OC(C)(C)C)CC1, ClCCl, O=C(O)C(F)(F)F. Product: CCOC(=O)C(C)(CC)NC(=O)c1cc(Cl)c2ccccc2c1OCC1CCNCC1. Reaction SMILES: [C:1]([O:2][C:3](=[O:4])[N:8]1[CH2:9][CH2:10][CH:11]([CH2:14][O:15][c:16]2[c:17]([C:27]([NH:28][C:29]([CH2:30][CH3:31])([CH3:32])[C:33](=[O:34])[O:35][CH2:36][CH3:37])=[O:38])[cH:18][c:19]([Cl:26])[c:20]3[cH:21][cH:22][cH:23][cH:24][c:25]23)[CH2:12][CH2:13]1)([CH3:5])([CH3:6])[CH3:7].[Cl:46][CH2:47][Cl:48].[F:39][C:40]([F:41])([F:42])[C:43]([OH:44])=[O:45]>>[NH:8]1[CH2:9][CH2:10][CH:11]([CH2:14][O:15][c:16]2[c:17]([C:27]([NH:28][C:29]([CH2:30][CH3:31])([CH3:32])[C:33](=[O:34])[O:35][CH2:36][CH3:37])=[O:38])[cH:18][c:19]([Cl:26])[c:20]3[cH:21][cH:22][cH:23][cH:24][c:25]23)[CH2:12][CH2:13]1. The reactants are Cl.Cl.N1=CC(=C2N1CCCN2)CCN (2-(4,5,6,7-tetrahydropyrazolo[1,5-a]pyrimidin-3-yl)ethylamine dihydrochloride), C(=O)OCC (ethyl formate), C[O-].[Na+] (sodium methoxide). Run in CO (methanol), CO (methanol). Product: N1=CC(=C2N1CCCN2)CCNC=O (N-[2-(4,5,6,7-tetrahydropyrazolo[1,5-a]pyrimidin-3-yl)ethyl]formamide). The yield is 62.6%. As a reaction SMILES: Cl.Cl.[N:3]1[N:7]2[CH2:8][CH2:9][CH2:10][NH:11][C:6]2=[C:5]([CH2:12][CH2:13][NH2:14])[CH:4]=1.[CH:15](OCC)=[O:16].C[O-].[Na+]>CO>[N:3]1[N:7]2[CH2:8][CH2:9][CH2:10][NH:11][C:6]2=[C:5]([CH2:12][CH2:13][NH:14][CH:15]=[O:16])[CH:4]=1 |f:0.1.2,4.5|. Procedure details: To a solution of 2-(4,5,6,7-tetrahydropyrazolo[1,5-a]pyrimidin-3-yl)ethylamine dihydrochloride (2.36 g) and ethyl formate (40 g) in methanol (20 ml) was added 28% sodium methoxide solution in methanol (4.0 g), and the mixture was stirred under reflux for 16 hours. The insoluble materials were filtered off using Celite, and the filtrate was concentrated in vacuo. The residue was triturated with acetonitrile and dried in vacuo to give N-[2-(4,5,6,7-tetrahydropyrazolo[1,5-a]pyrimidin-3-yl)ethyl]for... Run at temperature 180 celsius, time 5 hour. Reactants: ClC1=CC(=C(C=C1)F)[N+](=O)[O-] (4-Chloro-1-fluoro-2-nitrobenzene), C(=O)([O-])[O-].[K+].[K+] (K2CO3), CNC1=CC=CC=C1 (N-methylaniline). Procedure: 4-Chloro-1-fluoro-2-nitrobenzene (20.0 g, 0.11 mol) and K2CO3 (15.7 g, 0.11 mol) were dissolved in N-methylaniline (37 mL, 0.34 mol) and subsequently heated to 180° C. After 5 h, the reaction mixture was cooled to room temperature, diluted with CH2Cl2 (750 mL) and washed with H2O (500 mL), aq. citric acid (5% 500 mL) and brine (500 mL). The organic layer was dried (Na2SO4) and concentrated under reduced pressure. The residual oil was chromatographed over silica (cyclohexane/CH2Cl2, 9/1, v/v) giv... Product: ClC1=CC(=C(C=C1)N(C1=CC=CC=C1)C)[N+](=O)[O-] (4-Chloro-N-methyl-2-nitro-N-phenylphenylamine). RXN SMILES: [Cl:1][C:2]1[CH:7]=[CH:6][C:5](F)=[C:4]([N+:9]([O-:11])=[O:10])[CH:3]=1.C([O-])([O-])=O.[K+].[K+].[CH3:18][NH:19][C:20]1[CH:25]=[CH:24][CH:23]=[CH:22][CH:21]=1>C(Cl)Cl>[Cl:1][C:2]1[CH:7]=[CH:6][C:5]([N:19]([CH3:18])[C:20]2[CH:25]=[CH:24][CH:23]=[CH:22][CH:21]=2)=[C:4]([N+:9]([O-:11])=[O:10])[CH:3]=1 |f:1.2.3|. Solvent: C(Cl)Cl (CH2Cl2).